From a dataset of the Open Reaction Database (ORD), a public repository of structured organic reaction records. describe an organic reaction: reactants, conditions, products, and yield Reactants: C[Mg]Br (methylmagnesium bromide), CN(C(=O)C1=COC=C1)OC (3-(N-methyl-N-methoxycarbamoyl)furan), C1CCOC1 (THF), Cl (HCl). Solvent: CCOCC (ether). Reaction conditions: time 30 minute. Product: O1C=C(C=C1)C(CC)=O (1-(3-furyl)-1-propanone). Yield: 70.2%. Reaction SMILES: CN(OC)[C:3]([C:5]1[CH:9]=[CH:8][O:7][CH:6]=1)=[O:4].C[Mg]Br.Cl.[CH2:16]1COC[CH2:17]1>CCOCC>[O:7]1[CH:8]=[CH:9][C:5]([C:3](=[O:4])[CH2:16][CH3:17])=[CH:6]1. Reported procedure: To a solution of 3-(N-methyl-N-methoxycarbamoyl)furan (14 g, 0.09 mol) in 150 mL of THF cooled to -78° C. was added in portions 36.1 mL (0.108 mol) of 3M methylmagnesium bromide in ether and the mixture was heated to warm to room temperature, and then stirred for 30 min. To the above mixture was added a cold 2N HCl (100 mL) and the aqueous layer was extracted with ether (3×100 mL), the combined organic layer was washed with brine, dried over sodium sulfate, and concentrated in vacuo to yield a p... The reactants are COC(=O)[C@H]1N(C[C@@H](C1)O)C(=O)OC(C)(C)C ((2S,4R)-4-Hydroxy-pyrrolidine-1,2-dicarboxylic acid 1-tert-butyl ester 2-methyl ester), CC(C)OC(=O)/N=N/C(=O)OC(C)C (DIAD), ClC1=CC=C(C=C1)O (4-chlorophenol), C1(=CC=CC=C1)P(C1=CC=CC=C1)C1=CC=CC=C1 (triphenylphosphine). Run in C1CCOC1 (THF). Run at time 8 hour. Product: COC(=O)[C@H]1N(C[C@H](C1)OC1=CC=C(C=C1)Cl)C(=O)OC(C)(C)C ((2S,4S)-4-(4-Chloro-phenoxy)-pyrrolidine-1,2-dicarboxyiic acid 1-tert-butyl ester 2-methyl ester). Yield: 69.0%. As a reaction SMILES: [CH3:1][O:2][C:3]([C@@H:5]1[CH2:9][C@@H:8]([OH:10])[CH2:7][N:6]1[C:11]([O:13][C:14]([CH3:17])([CH3:16])[CH3:15])=[O:12])=[O:4].[Cl:18][C:19]1[CH:24]=[CH:23][C:22](O)=[CH:21][CH:20]=1.C1(P(C2C=CC=CC=2)C2C=CC=CC=2)C=CC=CC=1.CC(OC(/N=N/C(OC(C)C)=O)=O)C>C1COCC1>[CH3:1][O:2][C:3]([C@@H:5]1[CH2:9][C@H:8]([O:10][C:22]2[CH:23]=[CH:24][C:19]([Cl:18])=[CH:20][CH:21]=2)[CH2:7][N:6]1[C:11]([O:13][C:14]([CH3:17])([CH3:16])[CH3:15])=[O:12])=[O:4]. Reported procedure: (2S,4R)-4-Hydroxy-pyrrolidine-1,2-dicarboxylic acid 1-tert-butyl ester 2-methyl ester (CAS Reg. No. 74844-91-0) (1.10 g, 4.08 mmol) was dissolved in THF (25 ml) and 4-chlorophenol (0.78 g, 6.12 mmol) and triphenylphosphine (1.6 g, 6.12 mmol) were added. The solution was cooled in and ice bath and DIAD (0.96 ml, 4.88 mmol) added dropwise. The reaction was stirred at room temperature overnight. After evaporation of the solvent, the residue was dissolved in diethylether (20 ml) and pentane added un... Starting materials: C(C)C1=CC=C(CN2C=CC3=C(C=CC=C23)CO)C=C1 (1-(4-ethylbenzyl)-4-(hydroxymethyl)indole). The reagents and catalysts are [O-2].[O-2].[Mn+4] (manganese dioxide). Run in ClCCl (dichloromethane). Reaction conditions: time 4 hour. Product: C(C)C1=CC=C(CN2C=CC=3C(=CC=CC23)C=O)C=C1 (1-(4-ethylbenzyl)indole-4-carbaldehyde). Yield: 92.7%. RXN SMILES: [CH2:1]([C:3]1[CH:20]=[CH:19][C:6]([CH2:7][N:8]2[C:16]3[C:11](=[C:12]([CH2:17][OH:18])[CH:13]=[CH:14][CH:15]=3)[CH:10]=[CH:9]2)=[CH:5][CH:4]=1)[CH3:2]>[O-2].[O-2].[Mn+4].ClCCl>[CH2:1]([C:3]1[CH:20]=[CH:19][C:6]([CH2:7][N:8]2[C:16]3[CH:15]=[CH:14][CH:13]=[C:12]([CH:17]=[O:18])[C:11]=3[CH:10]=[CH:9]2)=[CH:5][CH:4]=1)[CH3:2] |f:1.2.3|. Procedure details: To a mixture of 1.00 g of 1-(4-ethylbenzyl)-4-(hydroxymethyl) indole prepared in Example 34 and 2.31 g of activated manganese dioxide (~85%), there was added 30 ml of dichloromethane and the resulting mixture was stirred at room temperature for 4 hours. The reaction solution was filtered, followed by washing with dichloromethane (50 ml×2). The solvent was distilled off, under reduced pressure, from the resulting filtrate to give 0.92 g of 1-(4-ethylbenzyl)indole-4-carbaldehyde as a yellow oily s... Reactants: CN(C)C=O (DMF), ClC1=C(C=C(C=C1)F)OC1=CC(=CC(=C1)Cl)Br (3-bromo-5-chlorophenyl 2-chloro-5-fluorophenyl ether), C(C)(C)[N-]C(C)C.[Li+] (lithium diisopropylamide), hexanes THF ethylbenzene, CN(C)C=O (DMF). The solvent is C1CCOC1 (THF). Reaction conditions: time 20 minute. Product: BrC=1C=C(OC2=C(C=O)C(=CC=C2Cl)F)C=C(C1)Cl (2-(3-Bromo-5-chlorophenoxy)-3-chloro-6-fluorobenzaldehyde). RXN SMILES: [Cl:1][C:2]1[CH:7]=[CH:6][C:5]([F:8])=[CH:4][C:3]=1[O:9][C:10]1[CH:15]=[C:14]([Cl:16])[CH:13]=[C:12]([Br:17])[CH:11]=1.C([N-]C(C)C)(C)C.[Li+].CN([CH:29]=[O:30])C>C1COCC1>[Br:17][C:12]1[CH:11]=[C:10]([CH:15]=[C:14]([Cl:16])[CH:13]=1)[O:9][C:3]1[C:2]([Cl:1])=[CH:7][CH:6]=[C:5]([F:8])[C:4]=1[CH:29]=[O:30] |f:1.2|. Procedure: To a solution of 3-bromo-5-chlorophenyl 2-chloro-5-fluorophenyl ether (100 g, 298 mmol) in THF (300 mL) cooled to −78° C. over a dry ice/acetone bath was added 1.8M lithium diisopropylamide in hexanes/THF/ethylbenzene (174 mL, 313 mmol) over 10 min. The resulting mixture was stirred for 20 minutes and then treated with DMF (46.1 mL, 595 mmol). The DMF-treated mixture was then removed from the cooling bath and allowed to warm to room temperature and then left at room temperature for 1 hour. The r... Reactants: C(C)O[K] (EtOK), SC1=NC=CC=N1 (2-mercaptopyrimidine), ICCCCI (1,4-diiodobutane). Solvent: C(C)O (ethanol). The product is N1=C(N=CC=C1)SCCCCSC1=NC=CC=N1 (2-(4-(pyrimidin-2-ylthio)butylthio)pyrimidine). Isolated yield 86.0%. Reaction SMILES: [SH:1][C:2]1[N:7]=[CH:6][CH:5]=[CH:4][N:3]=1.[CH2:8](O[K])[CH3:9].I[CH2:13][CH2:14][CH2:15][CH2:16]I>C(O)C>[N:3]1[CH:4]=[CH:5][CH:6]=[N:7][C:2]=1[S:1][CH2:13][CH2:14][CH2:15][CH2:16][S:1][C:2]1[N:7]=[CH:9][CH:8]=[CH:4][N:3]=1. Reported procedure: 20 mmole of 2-mercaptopyrimidine was dissolved in 20 ml of ethanol with stirring. 20 mole of EtOK (24 weight % in ethanol) was added to the solution, stirred for 5 minutes. Then, about 10 mmole of 1,4-diiodobutane was added, and stirred overnight. The white precipitate was removed by filtration, the solvent in the filtrate was removed in vacuum. The obtained solid was dissolved in CH2Cl2, and separated with a Si gel column (solvents: 1 ethylacetate/1 hexane in volume). Yield: 86%. 1H NMR (CDCl3)... The product is [C@@H]12N[C@@H](C[C@H]2C1)C1=NC2=C(N1)C=C(C=C2)C=2C=C1C=CC(=CC1=CC2)C2=CN=C(N2)[C@H]2N([C@@H]1C[C@@H]1C2)C([C@H](C(C)C)NC(OC)=O)=O (methyl (S)-1-((1R,3S,5R)-3-(5-(6-(2-((1R,3S,5R)-2-azabicyclo[3.1.0]hexan-3-yl)-1H-benzo[d]imidazol-6-yl)naphthalen-2-yl)-1H-imidazol-2-yl)-2-azabicyclo[3.1.0]hexan-2-yl)-3-methyl-1-oxobutan-2-ylcarbamate). Reactants: C(=O)(C(F)(F)F)O (TFA), COC(=O)N[C@H](C(=O)N1[C@@H]2C[C@@H]2C[C@H]1C=1NC(=CN1)C=1C=C2C=CC(=CC2=CC1)C=1C=CC2=C(NC(=N2)[C@H]2N([C@@H]3C[C@@H]3C2)C(=O)OC(C)(C)C)C1)C(C)C ((1R,3S,5R)-tert-butyl 3-(6-(6-(2-((1R,3S,5R)-2-((S)-2-(methoxycarbonylamino)-3-methylbutanoyl)-2-azabicyclo[3.1.0]hexan-3-yl)-1H-imidazol-5-yl)naphthalen-2-yl)-1H-benzo[d]imidazol-2-yl)-2-azabicyclo[3.1.0]hexane-2-carboxylate). The solvent is C(Cl)Cl (DCM). The yield is 67.1%. As a reaction SMILES: C(O)(C(F)(F)F)=O.[CH3:8][O:9][C:10]([NH:12][C@@H:13]([CH:59]([CH3:61])[CH3:60])[C:14]([N:16]1[C@H:21]([C:22]2[NH:23][C:24]([C:27]3[CH:28]=[C:29]4[C:34](=[CH:35][CH:36]=3)[CH:33]=[C:32]([C:37]3[CH:38]=[CH:39][C:40]5[N:44]=[C:43]([C@@H:45]6[CH2:50][C@@H:49]7[C@@H:47]([CH2:48]7)[N:46]6C(OC(C)(C)C)=O)[NH:42][C:41]=5[CH:58]=3)[CH:31]=[CH:30]4)=[CH:25][N:26]=2)[CH2:20][C@@H:19]2[C@H:17]1[CH2:18]2)=[O:15])=[O:11]>C(Cl)Cl>[C@@H:47]12[CH2:48][C@@H:49]1[CH2:50][C@@H:45]([C:43]1[NH:42][C:41]3[CH:58]=[C:37]([C:32]4[CH:33]=[C:34]5[C:29](=[CH:30][CH:31]=4)[CH:28]=[C:27]([C:24]4[NH:23][C:22]([C@@H:21]6[CH2:20][C@@H:19]7[C@@H:17]([CH2:18]7)[N:16]6[C:14](=[O:15])[C@@H:13]([NH:12][C:10](=[O:11])[O:9][CH3:8])[CH:59]([CH3:61])[CH3:60])=[N:26][CH:25]=4)[CH:36]=[CH:35]5)[CH:38]=[CH:39][C:40]=3[N:44]=1)[NH:46]2. Reported procedure: TFA (2 mL,) was added to a solution of (1R,3S,5R)-tert-butyl 3-(6-(6-(2-((1R,3S,5R)-2-((S)-2-(methoxycarbonylamino)-3-methylbutanoyl)-2-azabicyclo[3.1.0]hexan-3-yl)-1H-imidazol-5-yl)naphthalen-2-yl)-1H-benzo[d]imidazol-2-yl)-2-azabicyclo[3.1.0]hexane-2-carboxylate (226 mg, 0.310 mmol) in DCM (5 mL) and the reaction was stirred for 2 h at room temperature. The solution was concentrated under vacuum and the residue was taken in MeOH (10 mL) and filtered through a Strata XC MCX cartridge and washed... Run at time 2 hour. Reactants: 12.55, NC1=CC(=C(C(=O)N[C@@H]2[C@@H](CNCC2)OC)C=C1Cl)OC (cis-4-amino-5-chloro-2-methoxy-N-(3-methoxy-4-piperidinyl)benzamide), CN(C=O)C (N,N-dimethylformamide), ClCC#N (2-chloroacetonitrile). Solvent: C(C)N(CC)CC (N,N-diethylethanamine). Reaction conditions: temperature 50 celsius, time 18 hour. The product is 12.21, NC1=CC(=C(C(=O)N[C@@H]2[C@@H](CN(CC2)CC#N)OC)C=C1Cl)OC (cis-4-amino-5-chloro-N-[1-(cyanomethyl)-3-methoxy-4-piperidinyl]-2-methoxybenzamide). Yield: 86.5%. RXN SMILES: [NH2:1][C:2]1[C:18]([Cl:19])=[CH:17][C:5]([C:6]([NH:8][C@H:9]2[CH2:14][CH2:13][NH:12][CH2:11][C@H:10]2[O:15][CH3:16])=[O:7])=[C:4]([O:20][CH3:21])[CH:3]=1.CN(C)C=O.Cl[CH2:28][C:29]#[N:30]>C(N(CC)CC)C>[NH2:1][C:2]1[C:18]([Cl:19])=[CH:17][C:5]([C:6]([NH:8][C@H:9]2[CH2:14][CH2:13][N:12]([CH2:28][C:29]#[N:30])[CH2:11][C@H:10]2[O:15][CH3:16])=[O:7])=[C:4]([O:20][CH3:21])[CH:3]=1. Procedure details: To a stirred solution of 12.55 parts of cis-4-amino-5-chloro-2-methoxy-N-(3-methoxy-4-piperidinyl)benzamide in 180 parts of N,N-dimethylformamide were added 5.05 parts of N,N-diethylethanamine and 3.4 parts of 2-chloroacetonitrile. The whole was stirred for 18 hours at 50° C. The solvent was evaporated. The residue was purified by column chromatography over silica gel using a mixture of trichloromethane and methanol (95:5 by volume) as eluent. The pure fractions were collected and the eluent was...